Dataset: the Open Reaction Database (ORD), a public repository of structured organic reaction records. Task: describe an organic reaction: reactants, conditions, products, and yield The reactants are CC#N, ClCc1ccc(Cl)nc1, N, [Na+], [OH-]. The product is NCc1ccc(Cl)nc1. As a reaction SMILES: [CH3:11][C:12]#[N:13].[Cl:1][c:2]1[n:3][cH:4][c:5]([CH2:8][Cl:9])[cH:6][cH:7]1.[NH3:10].[Na+:15].[OH-:14]>>[Cl:1][c:2]1[n:3][cH:4][c:5]([CH2:8][NH2:13])[cH:6][cH:7]1. Reactants: ClCCl, CC(C)(C)C(=O)C(CO)Oc1ccccc1, O=S(Cl)Cl. Yields the product CC(C)(C)C(=O)C(CCl)Oc1ccccc1. Reaction SMILES: [CH2:21]([Cl:22])[Cl:23].[OH:1][CH2:2][CH:3]([C:4]([C:5]([CH3:6])([CH3:7])[CH3:8])=[O:9])[O:10][c:11]1[cH:12][cH:13][cH:14][cH:15][cH:16]1.[S:17]([Cl:18])([Cl:19])=[O:20]>>[CH2:2]([CH:3]([C:4]([C:5]([CH3:6])([CH3:7])[CH3:8])=[O:9])[O:10][c:11]1[cH:12][cH:13][cH:14][cH:15][cH:16]1)[Cl:19]. The reactants are ClC(Cl)Cl, O=C(c1ccc(CO)cc1)N1CCCCC1, O=S(Cl)Cl. Product: O=C(c1ccc(CCl)cc1)N1CCCCC1. RXN SMILES: [Cl:21][CH:22]([Cl:23])[Cl:24].[OH:1][CH2:2][c:3]1[cH:4][cH:5][c:6]([C:7](=[O:8])[N:9]2[CH2:10][CH2:11][CH2:12][CH2:13][CH2:14]2)[cH:15][cH:16]1.[S:17]([Cl:18])([Cl:19])=[O:20]>>[CH2:2]([c:3]1[cH:4][cH:5][c:6]([C:7](=[O:8])[N:9]2[CH2:10][CH2:11][CH2:12][CH2:13][CH2:14]2)[cH:15][cH:16]1)[Cl:19]. Reactants: C(C1=CC=CC=C1)N1CC(OCC1)C(CC1=C(C=CC=C1F)Cl)(O)C1=CC=CC=C1 (1-(4-Benzyl-morpholin-2-yl)-2-(2-chloro-6-fluoro-phenyl)-1-phenyl-ethanol), ClC1=C(C[Mg]Cl)C(=CC=C1)Cl (2,6-dichlorobenzyl magnesium chloride), Rieke Metals. Yields the product C(C1=CC=CC=C1)N1CC(OCC1)C(CC1=C(C=CC=C1Cl)Cl)(O)C1=CC=CC=C1 (1-(4-Benzyl-morpholin-2-yl)-2-(2,6-dichloro-phenyl)-1-phenyl-ethanol). RXN SMILES: [CH2:1]([N:8]1[CH2:13][CH2:12][O:11][CH:10]([C:14]([C:25]2[CH:30]=[CH:29][CH:28]=[CH:27][CH:26]=2)([OH:24])[CH2:15][C:16]2[C:21](F)=[CH:20][CH:19]=[CH:18][C:17]=2[Cl:23])[CH2:9]1)[C:2]1[CH:7]=[CH:6][CH:5]=[CH:4][CH:3]=1.[Cl:31]C1C=CC=C(Cl)C=1C[Mg]Cl>>[CH2:1]([N:8]1[CH2:13][CH2:12][O:11][CH:10]([C:14]([C:25]2[CH:30]=[CH:29][CH:28]=[CH:27][CH:26]=2)([OH:24])[CH2:15][C:16]2[C:21]([Cl:31])=[CH:20][CH:19]=[CH:18][C:17]=2[Cl:23])[CH2:9]1)[C:2]1[CH:7]=[CH:6][CH:5]=[CH:4][CH:3]=1. Procedure: The procedure for the synthesis of example 18a, 1-(4-Benzyl-morpholin-2-yl)-2-(2-chloro-6-fluoro-phenyl)-1-phenyl-ethanol, using 2,6-dichlorobenzyl magnesium chloride as starting material (available from Rieke Metals) was followed making non-critical variations, to yield the title compound. This material was used in step b) without further purification. LCMS (6 minutes method) [M+H]+=442 @ Rt 3.49 min. major peak. Starting materials: OO (hydrogen peroxide), OO (hydrogen peroxide), OO (hydrogen peroxide), C(#N)C1=C(C=CC=C1)NC1CCN(CC1)C(=O)OC(C)(C)C (1,1-dimethylethyl 4-[(2-cyanophenyl)amino]-1-piperidinecarboxylate), [OH-].[Na+] (NaOH). The solvent is O (water), O (water), [Na+].[Cl-] (NaCl), O (water), CCO (EtOH). Run at time 2 hour. Yields the product NC(=O)C1=C(C=CC=C1)NC1CCN(CC1)C(=O)OC(C)(C)C (1,1-Dimethylethyl 4-{[2-(aminocarbonyl)phenyl]amino}-1-piperidinecarboxylate). As a reaction SMILES: [C:1]([C:3]1[CH:8]=[CH:7][CH:6]=[CH:5][C:4]=1[NH:9][CH:10]1[CH2:15][CH2:14][N:13]([C:16]([O:18][C:19]([CH3:22])([CH3:21])[CH3:20])=[O:17])[CH2:12][CH2:11]1)#[N:2].[OH-:23].[Na+].OO>CCO.O.[Na+].[Cl-]>[NH2:2][C:1]([C:3]1[CH:8]=[CH:7][CH:6]=[CH:5][C:4]=1[NH:9][CH:10]1[CH2:15][CH2:14][N:13]([C:16]([O:18][C:19]([CH3:22])([CH3:21])[CH3:20])=[O:17])[CH2:12][CH2:11]1)=[O:23] |f:1.2,6.7|. Procedure details: To a solution of 1,1-dimethylethyl 4-[(2-cyanophenyl)amino]-1-piperidinecarboxylate (D17) (355 mg, 1.18 mmol) in EtOH (6 ml) at 40° C. was added 2M NaOH solution (2.6 ml) followed by a mixture of hydrogen peroxide solution (27% w/w, 3.7 ml) in water (2.9 ml) and the reaction stirred for 2 h. Further hydrogen peroxide solution (27% w/w, 3.7 ml) in water (2.9 ml) was added and the reaction stirred at 40° C. for 1.5 h. Another portion of hydrogen peroxide solution (27% w/w, 7.4 ml) in water (5.8 ml... Reported procedure: To a solution of 5-(2-bromothiophen-3-yl)-3,6-dimethyl-1-(3-trifluoromethylphenyl)pyrimidin-2,4(1H,3H)-dione (prepared in Reference Example 200) (17.0 mg), 4-cyanophenylboronic acid (11.2 mg) and sodium carbonate (20.2 mg) in tetrahydrofuran (1.0 ml)/water (0.2 ml) was added tetrakis(triphenylphosphine)palladium (4.4 mg) and the resulting mixture was stirred with heating under reflux for twelve hours. To the reaction mixture was added water (10 ml) and the resulting mixture was extracted with et... The product is CN1C(N(C(=C(C1=O)C1=C(SC=C1)C1=CC=C(C#N)C=C1)C)C1=CC(=CC=C1)C(F)(F)F)=O (4-[3-[3,6-dimethyl-2,4-dioxo-1-(3-trifluoromethylphenyl)-1,2,3,4-tetrahydropyrimidin-5-yl]thiophen-2-yl]benzonitrile). The solvent is O1CCCC1 (tetrahydrofuran). Reactants: BrC=1SC=CC1C=1C(N(C(N(C1C)C1=CC(=CC=C1)C(F)(F)F)=O)C)=O (5-(2-bromothiophen-3-yl)-3,6-dimethyl-1-(3-trifluoromethylphenyl)pyrimidin-2,4(1H,3H)-dione), C(#N)C1=CC=C(C=C1)B(O)O (4-cyanophenylboronic acid), C([O-])([O-])=O.[Na+].[Na+] (sodium carbonate), O (water), O (water). The reagents and catalysts are C=1C=CC(=CC1)[P](C=2C=CC=CC2)(C=3C=CC=CC3)[Pd]([P](C=4C=CC=CC4)(C=5C=CC=CC5)C=6C=CC=CC6)([P](C=7C=CC=CC7)(C=8C=CC=CC8)C=9C=CC=CC9)[P](C=1C=CC=CC1)(C=1C=CC=CC1)C=1C=CC=CC1 (tetrakis(triphenylphosphine)palladium). Reaction SMILES: Br[C:2]1[S:3][CH:4]=[CH:5][C:6]=1[C:7]1[C:8](=[O:26])[N:9]([CH3:25])[C:10](=[O:24])[N:11]([C:14]2[CH:19]=[CH:18][CH:17]=[C:16]([C:20]([F:23])([F:22])[F:21])[CH:15]=2)[C:12]=1[CH3:13].[C:27]([C:29]1[CH:34]=[CH:33][C:32](B(O)O)=[CH:31][CH:30]=1)#[N:28].C(=O)([O-])[O-].[Na+].[Na+].O>O1CCCC1.C1C=CC([P]([Pd]([P](C2C=CC=CC=2)(C2C=CC=CC=2)C2C=CC=CC=2)([P](C2C=CC=CC=2)(C2C=CC=CC=2)C2C=CC=CC=2)[P](C2C=CC=CC=2)(C2C=CC=CC=2)C2C=CC=CC=2)(C2C=CC=CC=2)C2C=CC=CC=2)=CC=1>[CH3:25][N:9]1[C:8](=[O:26])[C:7]([C:6]2[CH:5]=[CH:4][S:3][C:2]=2[C:32]2[CH:33]=[CH:34][C:29]([C:27]#[N:28])=[CH:30][CH:31]=2)=[C:12]([CH3:13])[N:11]([C:14]2[CH:19]=[CH:18][CH:17]=[C:16]([C:20]([F:23])([F:22])[F:21])[CH:15]=2)[C:10]1=[O:24] |f:2.3.4,^1:53,55,74,93|. The yield is 91.9%. The reactants are Cl (HCl), aqueous solution, CC1(OCC2(CO1)CC=1C(=C(C3=CC=CC(=C3C1)N1CCCC1)C(C)=O)C2)C (1-(2′,2′-dimethyl-5-(pyrrolidin-1-yl)-1,3-dihydrospiro[cyclopenta[b]naphthalene-2,5′-[1,3]dioxan]-9-yl)ethanone). Solvent: C1CCOC1 (THF). Run at time 1 hour. Product: OCC1(CC=2C(=CC3=C(C=CC=C3C2C(C)=O)N2CCCC2)C1)CO (1-(2,2-bis(hydroxymethyl)-8-(pyrrolidin-1-yl)-2,3-dihydro-1H-cyclopenta[b]naphthalen-4-yl)ethanone). The yield is 52.0%. RXN SMILES: CC1(C)[O:7][CH2:6][C:5]2([CH2:27][C:10]3=[C:11]([C:24](=[O:26])[CH3:25])[C:12]4[C:17]([CH:18]=[C:9]3[CH2:8]2)=[C:16]([N:19]2[CH2:23][CH2:22][CH2:21][CH2:20]2)[CH:15]=[CH:14][CH:13]=4)[CH2:4][O:3]1.Cl>C1COCC1>[OH:3][CH2:4][C:5]1([CH2:6][OH:7])[CH2:8][C:9]2=[CH:18][C:17]3[C:12]([C:11]([C:24](=[O:26])[CH3:25])=[C:10]2[CH2:27]1)=[CH:13][CH:14]=[CH:15][C:16]=3[N:19]1[CH2:23][CH2:22][CH2:21][CH2:20]1. Procedure: An oven-dried 50 mL one-necked round-bottomed flask was charged with compound 6d (0.013 g, 0.034 mmol) and THF (10 mL). HCl (3 mL of a 1 N aqueous solution) was added and the mixture was stirred at rt for 1 h. The consumption of the starting material was monitored by TLC (AcOEt/n-hexane 1:1). The reaction was basified to pH 7 by the dropwise addition of sat'd aq NaHCO3. The layers were separated and the aqueous phase was extracted with ether (3×15 mL). The combined organic layers were washed wit...